This data is from the Open Reaction Database (ORD), a public repository of structured organic reaction records. The task is: describe an organic reaction: reactants, conditions, products, and yield Starting materials: Cc1ccccc1, CCOC(C)=O, CCCc1c(Cc2ccc(-c3ccccc3C#N)cc2)c(=O)n(C2CCC(=O)CC2)c2ncnn12, O, CC(O)C1(CO)CCC1, Cc1ccc(S(=O)(=O)O)cc1. The product is CCCc1c(Cc2ccc(-c3ccccc3C#N)cc2)c(=O)n(C2CCC3(CC2)OCC2(CCC2)C(C)O3)c2ncnn12. As a reaction SMILES: [CH3:57][c:58]1[cH:59][cH:60][cH:61][cH:62][cH:63]1.[CH3:64][CH2:65][O:66][C:67](=[O:68])[CH3:69].[O:1]=[c:2]1[n:3]([CH:29]2[CH2:30][CH2:31][C:32](=[O:35])[CH2:33][CH2:34]2)[c:4]2[n:5]([c:6]([CH2:23][CH2:24][CH3:25])[c:7]1[CH2:8][c:9]1[cH:10][cH:11][c:12](-[c:15]3[c:16]([C:21]#[N:22])[cH:17][cH:18][cH:19][cH:20]3)[cH:13][cH:14]1)[n:26][cH:27][n:28]2.[OH2:45].[OH:36][CH2:37][C:38]1([CH:42]([CH3:43])[OH:44])[CH2:39][CH2:40][CH2:41]1.[c:46]1([CH3:47])[cH:48][cH:49][c:50]([S:51]([OH:52])(=[O:53])=[O:54])[cH:55][cH:56]1>>[O:1]=[c:2]1[n:3]([CH:29]2[CH2:30][CH2:31][C:32]3([CH2:33][CH2:34]2)[O:35][CH2:37][C:38]2([CH2:39][CH2:40][CH2:41]2)[CH:42]([CH3:43])[O:44]3)[c:4]2[n:5]([c:6]([CH2:23][CH2:24][CH3:25])[c:7]1[CH2:8][c:9]1[cH:10][cH:11][c:12](-[c:15]3[c:16]([C:21]#[N:22])[cH:17][cH:18][cH:19][cH:20]3)[cH:13][cH:14]1)[n:26][cH:27][n:28]2. Yield: 44.8%. The product is C1=CC=CC=2N(CC3=C(CC21)C=CC=C3)C(=O)C3=CC=C(C=C3)NC(C3=C(C=C(C=C3)Cl)Cl)=O (N-[4-[(6,11-Dihydro-5H-dibenz[b,e]azepin-5-yl)carbonyl]phenyl]2,4-dichlorobenzamide). Procedure details: As described for Example 9, 0.111 g (1.1 mmol) of 5-(4-aminobenzoyl)-6,11-dihydro-5H-dibenz[b,e]azepine in 8 ml of dichloromethane is reacted with 0.230 g of (1.1 mmol) of 2,4-dichlorobenzoyl chloride. The product is recrystallized from hexane-dichloromethane to give 0.24 g of crystals, m.p. 212°-215° C. The reactants are NC1=CC=C(C(=O)N2C3=C(CC4=C(C2)C=CC=C4)C=CC=C3)C=C1 (5-(4-aminobenzoyl)-6,11-dihydro-5H-dibenz[b,e]azepine), ClC1=C(C(=O)Cl)C=CC(=C1)Cl (2,4-dichlorobenzoyl chloride). As a reaction SMILES: [NH2:1][C:2]1[CH:24]=[CH:23][C:5]([C:6]([N:8]2[CH2:14][C:13]3[CH:15]=[CH:16][CH:17]=[CH:18][C:12]=3[CH2:11][C:10]3[CH:19]=[CH:20][CH:21]=[CH:22][C:9]2=3)=[O:7])=[CH:4][CH:3]=1.[Cl:25][C:26]1[CH:34]=[C:33]([Cl:35])[CH:32]=[CH:31][C:27]=1[C:28](Cl)=[O:29]>ClCCl>[CH:19]1[C:10]2[CH2:11][C:12]3[CH:18]=[CH:17][CH:16]=[CH:15][C:13]=3[CH2:14][N:8]([C:6]([C:5]3[CH:4]=[CH:3][C:2]([NH:1][C:28](=[O:29])[C:27]4[CH:31]=[CH:32][C:33]([Cl:35])=[CH:34][C:26]=4[Cl:25])=[CH:24][CH:23]=3)=[O:7])[C:9]=2[CH:22]=[CH:21][CH:20]=1. Solvent: ClCCl (dichloromethane). Reactants: Nc1cnc(OCCOCc2ccccc2)cn1, O=C1CCC(CC(C(=O)O)c2ccc(S(=O)(=O)C3CC3)c(C3CC3)c2)C1, O=C(Cl)C(=O)Cl, ClCCl, CN(C)C=O, O, c1ccncc1. The product is O=C1CCC(CC(C(=O)Nc2cnc(OCCOCc3ccccc3)cn2)c2ccc(S(=O)(=O)C3CC3)c(C3CC3)c2)C1. RXN SMILES: [CH2:33]([c:34]1[cH:35][cH:36][cH:37][cH:38][cH:39]1)[O:40][CH2:41][CH2:42][O:43][c:44]1[n:45][cH:46][c:47]([NH2:50])[n:48][cH:49]1.[CH:1]1([c:4]2[cH:5][c:6]([CH:16]([C:17](=[O:18])[OH:19])[CH2:20][CH:21]3[CH2:22][C:23](=[O:26])[CH2:24][CH2:25]3)[cH:7][cH:8][c:9]2[S:10](=[O:11])(=[O:12])[CH:13]2[CH2:14][CH2:15]2)[CH2:2][CH2:3]1.[Cl:27][C:28]([C:29]([Cl:30])=[O:31])=[O:32].[Cl:57][CH2:58][Cl:59].[O:60]=[CH:61][N:62]([CH3:63])[CH3:64].[OH2:65].[cH:51]1[cH:52][cH:53][n:54][cH:55][cH:56]1>>[CH:1]1([c:4]2[cH:5][c:6]([CH:16]([C:17](=[O:18])[NH:50][c:47]3[cH:46][n:45][c:44]([O:43][CH2:42][CH2:41][O:40][CH2:33][c:34]4[cH:35][cH:36][cH:37][cH:38][cH:39]4)[cH:49][n:48]3)[CH2:20][CH:21]3[CH2:22][C:23](=[O:26])[CH2:24][CH2:25]3)[cH:7][cH:8][c:9]2[S:10](=[O:11])(=[O:12])[CH:13]2[CH2:14][CH2:15]2)[CH2:2][CH2:3]1. Reactants: CCOC(=O)C1=C(COCCN)NC(C)=C(C(=O)OC)C1c1ccccc1Cl, CCO, O=C(O)c1cccnc1. The product is CCOC(=O)C1=C(COCCN)NC(C)=C(C(=O)OC)C1c1ccccc1Cl, O=C([O-])c1cccnc1. As a reaction SMILES: [CH3:1][CH2:2][O:3][C:4](=[O:5])[C:6]1=[C:7]([CH2:8][O:9][CH2:10][CH2:11][NH2:12])[NH:13][C:14]([CH3:15])=[C:16]([C:25](=[O:26])[O:27][CH3:28])[CH:17]1[c:18]1[cH:19][cH:20][cH:21][cH:22][c:23]1[Cl:24].[CH3:38][CH2:39][OH:40].[OH:29][C:30](=[O:31])[c:32]1[cH:33][cH:34][cH:35][n:36][cH:37]1>>[CH3:1][CH2:2][O:3][C:4](=[O:5])[C:6]1=[C:7]([CH2:8][O:9][CH2:10][CH2:11][NH2:12])[NH:13][C:14]([CH3:15])=[C:16]([C:25](=[O:26])[O:27][CH3:28])[CH:17]1[c:18]1[cH:19][cH:20][cH:21][cH:22][c:23]1[Cl:24].[O:29]=[C:30]([O-:31])[c:32]1[cH:33][cH:34][cH:35][n:36][cH:37]1. Starting materials: C(CN)N (Ethylene diamine), C(OC)(OC)=O (dimethyl carbonate). Reaction conditions: time 24 hour. Yields the product COC(=O)NCCNC(=O)OC (bis (methoxycarbonyl) ethylene diamine). RXN SMILES: [CH2:1]([NH2:4])[CH2:2][NH2:3].[C:5](=[O:10])([O:8][CH3:9])OC>>[CH3:9][O:8][C:5]([NH:3][CH2:2][CH2:1][NH:4][C:5]([O:8][CH3:9])=[O:10])=[O:10]. Reported procedure: Ethylene diamine (6 g) and dimethyl carbonate (18 g) were mixed together in a round bottom flask at 20° C. TBD (0.1 g) was added and the mixture allowed to stand for 24 h. After this time a white solid product was collected and recrystallised from methanol to give bis (methoxycarbonyl) ethylene diamine. NMR and IR spectra were consistent with the desired compound.